Dataset: the Open Reaction Database (ORD), a public repository of structured organic reaction records. Task: describe an organic reaction: reactants, conditions, products, and yield Solvent: C(Cl)Cl (methylene chloride), CO (methanol), CN(C)C=O (DMF). Procedure: 3-[(4-(Imidazol-1-yl)phenyl)amino]piperidine (330 mg, 1.36 mmol) was dissolved in DMF and then treated with 5-chloromethyl-1,3-benzodioxole (1.0 eq.), K2CO3 (2.5 eq.) and Nal (0.1 eq.). The resulting mixture was heated at 50° C. for 1 hour. Filtration of the mixture and evaporation of the solvent in vacuo gave a crude product (411 mg). Flash column chromatography on silical gel with 1-2.5% methanol in methylene chloride afforded 3-[(4-(imidazol-1-yl)phenyl)amino]-1-[(1,3-benzodioxol-5-yl)methyl]... Reaction conditions: temperature 50 celsius. Reaction SMILES: [N:1]1([C:6]2[CH:11]=[CH:10][C:9]([NH:12][CH:13]3[CH2:18][CH2:17][CH2:16][NH:15][CH2:14]3)=[CH:8][CH:7]=2)[CH:5]=[CH:4][N:3]=[CH:2]1.Cl[CH2:20][C:21]1[CH:29]=[CH:28][C:24]2[O:25][CH2:26][O:27][C:23]=2[CH:22]=1.C([O-])([O-])=O.[K+].[K+].N[C@H](C(O)=O)CC1C=C2C(C=CC=C2)=CC=1>CN(C=O)C.C(Cl)Cl.CO>[N:1]1([C:6]2[CH:7]=[CH:8][C:9]([NH:12][CH:13]3[CH2:18][CH2:17][CH2:16][N:15]([CH2:20][C:21]4[CH:29]=[CH:28][C:24]5[O:25][CH2:26][O:27][C:23]=5[CH:22]=4)[CH2:14]3)=[CH:10][CH:11]=2)[CH:5]=[CH:4][N:3]=[CH:2]1 |f:2.3.4|. Starting materials: ClCC1=CC2=C(OCO2)C=C1 (5-chloromethyl-1,3-benzodioxole), C(=O)([O-])[O-].[K+].[K+] (K2CO3), N[C@@H](CC1=CC=C2C=CC=CC2=C1)C(=O)O (Nal), N1(C=NC=C1)C1=CC=C(C=C1)NC1CNCCC1 (3-[(4-(Imidazol-1-yl)phenyl)amino]piperidine). Yields the product N1(C=NC=C1)C1=CC=C(C=C1)NC1CN(CCC1)CC1=CC2=C(OCO2)C=C1 (3-[(4-(imidazol-1-yl)phenyl)amino]-1-[(1,3-benzodioxol-5-yl)methyl]piperidine). Starting materials: OC[C@H]1N(CC2=CC=CC=C2C1)C(=O)OCC1=CC=CC=C1 (Benzyl (3S)-3-(hydroxymethyl)-3,4-dihydro-1H-isoquinoline-2-carboxylate), C1(=CC=CC=C1)P(=O)(C1=CC=CC=C1)N=[N+]=[N-] (diphenylphosphoryl azide), C1(=CC=CC=C1)P(C1=CC=CC=C1)C1=CC=CC=C1 (triphenylphosphine). Solvent: C1CCOC1 (THF). Product: N(=[N+]=[N-])C[C@H]1N(CC2=CC=CC=C2C1)C(=O)OCC1=CC=CC=C1 (Benzyl (3S)-3-(azidomethyl)-3,4-dihydroisoquinoline-2(1H)-carboxylate). Reaction SMILES: O[CH2:2][C@@H:3]1[CH2:12][C:11]2[C:6](=[CH:7][CH:8]=[CH:9][CH:10]=2)[CH2:5][N:4]1[C:13]([O:15][CH2:16][C:17]1[CH:22]=[CH:21][CH:20]=[CH:19][CH:18]=1)=[O:14].C1(P([N:37]=[N+:38]=[N-:39])(C2C=CC=CC=2)=O)C=CC=CC=1.C1(P(C2C=CC=CC=2)C2C=CC=CC=2)C=CC=CC=1>C1COCC1>[N:37]([CH2:2][C@@H:3]1[CH2:12][C:11]2[C:6](=[CH:7][CH:8]=[CH:9][CH:10]=2)[CH2:5][N:4]1[C:13]([O:15][CH2:16][C:17]1[CH:22]=[CH:21][CH:20]=[CH:19][CH:18]=1)=[O:14])=[N+:38]=[N-:39]. Procedure: This compound is obtained using a protocol from the literature (D. Pagé et al J. Med. Chem, 44, 2387, 2001) starting from 23 g of the compound obtained in Step A (77.3 mmol) in the presence of diphenylphosphoryl azide and triphenylphosphine in solution in THF. After purification by chromatography over silica gel using petroleum ether and ethyl acetate as eluants, the title product is obtained in the form of an oil. Reactants: FC1=CC=C(C=C1)C1=NC=NN1C1=CC=C(C=C1)[N+](=O)[O-] (5-(p-fluorophenyl)-1-(p-nitrophenyl)-1H-1,2,4-triazole), O1CCOCC1 (dioxane), O.O.O.O.O.O.O.O.O.[S-2].[Na+].[Na+] (sodium sulfide nonahydrate). Solvent: O (water), O (water). Conditions: temperature 90 celsius. The product is NC1=CC=C(C=C1)N1N=CN=C1C1=CC=C(C=C1)F (1-(p-Aminophenyl)-5-(p-fluorophenyl)-1H-1,2,4-triazole). Reaction SMILES: [F:1][C:2]1[CH:7]=[CH:6][C:5]([C:8]2[N:12]([C:13]3[CH:18]=[CH:17][C:16]([N+:19]([O-])=O)=[CH:15][CH:14]=3)[N:11]=[CH:10][N:9]=2)=[CH:4][CH:3]=1.O1CCOCC1.O.O.O.O.O.O.O.O.O.[S-2].[Na+].[Na+]>O>[NH2:19][C:16]1[CH:15]=[CH:14][C:13]([N:12]2[C:8]([C:5]3[CH:6]=[CH:7][C:2]([F:1])=[CH:3][CH:4]=3)=[N:9][CH:10]=[N:11]2)=[CH:18][CH:17]=1 |f:2.3.4.5.6.7.8.9.10.11.12.13|. Procedure details: A 5.0 g. portion of 5-(p-fluorophenyl)-1-(p-nitrophenyl)-1H-1,2,4-triazole in 42 ml. of dioxane is added to 9.9 g. of sodium sulfide nonahydrate in 42 ml. of water and the mixture is stirred and heated at reflux (90° C.) for 1.5 hours. The solution is cooled and poured into 300 ml. of ice and water with stirring. The solid is collected by filtration, dried, recrystallized from 30 ml. of acetonitrile, washed with ether and dried giving 2.6 g. of the desired product as tan crystals, mp. 147°-150° ... Starting materials: C(C)(C)(C)OC(NC1=C(C=C(C(=C1)C)C(F)(F)F)N)=O ((2-amino-5-methyl-4-trifluoromethyl-phenyl)-carbamic acid tert-butyl ester), C(C)(C)(C)OC(CC(=O)C1=CC(=CC=C1)C=1C=NC(=CC1)CC)=O (3-[3-(6-ethyl-pyridin-3-yl)-phenyl]-3-oxo-propionic acid tert-butyl ester). Product: C(C)(C)(C)OC(NC1=C(C=C(C(=C1)C)C(F)(F)F)NC(CC(=O)C1=CC(=CC=C1)C=1C=NC(=CC1)CC)=O)=O ((2-{3-[3-(6-Ethyl-pyridin-3-yl)-phenyl]-3-oxo-propionylamino}-5-methyl-4-trifluoromethyl-phenyl)-carbamic acid tert-butyl ester). Reaction SMILES: [C:1]([O:5][C:6](=[O:20])[NH:7][C:8]1[CH:13]=[C:12]([CH3:14])[C:11]([C:15]([F:18])([F:17])[F:16])=[CH:10][C:9]=1[NH2:19])([CH3:4])([CH3:3])[CH3:2].C([O:25][C:26](=O)[CH2:27][C:28]([C:30]1[CH:35]=[CH:34][CH:33]=[C:32]([C:36]2[CH:37]=[N:38][C:39]([CH2:42][CH3:43])=[CH:40][CH:41]=2)[CH:31]=1)=[O:29])(C)(C)C>>[C:1]([O:5][C:6](=[O:20])[NH:7][C:8]1[CH:13]=[C:12]([CH3:14])[C:11]([C:15]([F:18])([F:17])[F:16])=[CH:10][C:9]=1[NH:19][C:26](=[O:25])[CH2:27][C:28]([C:30]1[CH:35]=[CH:34][CH:33]=[C:32]([C:36]2[CH:37]=[N:38][C:39]([CH2:42][CH3:43])=[CH:40][CH:41]=2)[CH:31]=1)=[O:29])([CH3:4])([CH3:2])[CH3:3]. Procedure details: The title compound was prepared from (2-amino-5-methyl-4-trifluoromethyl-phenyl)-carbamic acid tert-butyl ester (Example J20) (218 mg, 0.75 mmol) and 3-[3-(6-ethyl-pyridin-3-yl)-phenyl]-3-oxo-propionic acid tert-butyl ester (Example K23) (244 mg, 0.75 mmol) according to the general procedure M. Obtained as an amorphous yellow substance (324 mg, 80%).